Dataset: the Open Reaction Database (ORD), a public repository of structured organic reaction records. Task: describe an organic reaction: reactants, conditions, products, and yield Product: O=C1CCN1C1CCNCC1. RXN SMILES: [C:1]([O:2][C:3](=[O:4])[N:8]1[CH2:9][CH2:10][CH:11]([N:14]2[C:15](=[O:18])[CH2:16][CH2:17]2)[CH2:12][CH2:13]1)([CH3:5])([CH3:6])[CH3:7].[Cl:26][CH2:27][Cl:28].[F:19][C:20]([F:21])([F:22])[C:23]([OH:24])=[O:25]>>[NH:8]1[CH2:9][CH2:10][CH:11]([N:14]2[C:15](=[O:18])[CH2:16][CH2:17]2)[CH2:12][CH2:13]1. Reactants: CC(C)(C)OC(=O)N1CCC(N2CCC2=O)CC1, ClCCl, O=C(O)C(F)(F)F. Reported procedure: To a stirred solution of 4-cyano-2-fluorobenzaldehyde (0.5 g, 3.4 mmol) in dry dimethylformamide (3 ml) cooled to 5° C. under a nitrogen atmosphere, a solution of freshly prepared sodium methoxide in methanol (1.41M, 2.62 ml) was added slowly, dropwise. After addition, the reaction mixture was stirred at room temperature for 22 hours. A few drops of water were then added and the turbid solution filtered through celite. The filtrate was further diluted with water until crystallisation commenced t... The product is C(#N)C1=C(C=O)C=CC(=C1)OC (2-cyano-4-methoxybenzaldeyde). Run at time 22 hour. As a reaction SMILES: C([C:3]1[CH:10]=[CH:9][C:6]([CH:7]=[O:8])=[C:5](F)[CH:4]=1)#N.[CH3:12][O-:13].[Na+].[CH3:15][N:16](C)C=O>CO.O>[C:15]([C:5]1[CH:4]=[C:3]([O:13][CH3:12])[CH:10]=[CH:9][C:6]=1[CH:7]=[O:8])#[N:16] |f:1.2|. Reactants: C(#N)C1=CC(=C(C=O)C=C1)F (4-cyano-2-fluorobenzaldehyde), CN(C=O)C (dimethylformamide), C[O-].[Na+] (sodium methoxide). The reagents and catalysts are O (water). The solvent is CO (methanol). The reactants are COC1=C(OCC(=O)OCC)C=CC(=C1)C(CBr)=O (ethyl α-[2-methoxy-4-(2-bromoacetyl)phenoxy]acetate), C1(=CC=CC=C1)P(C1=CC=CC=C1)C1=CC=CC=C1 (triphenylphosphine). Solvent: C(Cl)(Cl)Cl (chloroform). Conditions: time 1 hour. The product is COC=1C=C(C(=O)C=P(C2=CC=CC=C2)(C2=CC=CC=C2)C2=CC=CC=C2)C=CC1OCC(=O)O ((3-methoxy-4-carboxymethoxybenzoyl)methylenetriphenylphosphorane). Yield: 85.4%. As a reaction SMILES: [CH3:1][O:2][C:3]1[CH:15]=[C:14]([C:16](=[O:19])[CH2:17]Br)[CH:13]=[CH:12][C:4]=1[O:5][CH2:6][C:7]([O:9]CC)=[O:8].[C:20]1([P:26]([C:33]2[CH:38]=[CH:37][CH:36]=[CH:35][CH:34]=2)[C:27]2[CH:32]=[CH:31][CH:30]=[CH:29][CH:28]=2)[CH:25]=[CH:24][CH:23]=[CH:22][CH:21]=1>C(Cl)(Cl)Cl>[CH3:1][O:2][C:3]1[CH:15]=[C:14]([CH:13]=[CH:12][C:4]=1[O:5][CH2:6][C:7]([OH:9])=[O:8])[C:16]([CH:17]=[P:26]([C:27]1[CH:28]=[CH:29][CH:30]=[CH:31][CH:32]=1)([C:33]1[CH:38]=[CH:37][CH:36]=[CH:35][CH:34]=1)[C:20]1[CH:21]=[CH:22][CH:23]=[CH:24][CH:25]=1)=[O:19]. Reported procedure: To chloroform (200 ml) are added ethyl α-[2-methoxy-4-(2-bromoacetyl)phenoxy]acetate (20 g) and triphenylphosphine (20.6 g) in an ice-bath, and the mixture is stirred for one hour. After confirming that the starting compounds are well consumed, the mixture is washed with an aqueous potassium carbonate solution. The mixture is dried over magnesium sulfate, and concentrated under reduced pressure to remove the solvent. To the residue is added methanol (200 ml), and thereto is added dropwise sodium... The reactants are OCCCOC1=CC=C(O[C@@](C(=O)OC)(CC)C)C=C1 ((2R)-methyl 2-(4-(3-hydroxypropoxy)phenoxy)-2-methylbutanoate), ClC=1C=C2CCC(OC2=CC1O)(C)C (6-Chloro-2,2-dimethylchroman-7-ol). Yields the product ClC=1C=C2CCC(OC2=CC1OCCCOC1=CC=C(O[C@@](C(=O)O)(CC)C)C=C1)(C)C ((2R)-2-(4-(3-((6-Chloro-2,2-dimethyl-3,4-dihydro-2H-chromen-7-yl)oxy)propoxy)phenoxy)-2-methylbutanoic acid). Reaction SMILES: [OH:1][CH2:2][CH2:3][CH2:4][O:5][C:6]1[CH:20]=[CH:19][C:9]([O:10][C@:11]([CH3:18])([CH2:16][CH3:17])[C:12]([O:14]C)=[O:13])=[CH:8][CH:7]=1.[Cl:21][C:22]1[CH:23]=[C:24]2[C:29](=[CH:30][C:31]=1O)[O:28][C:27]([CH3:34])([CH3:33])[CH2:26][CH2:25]2>>[Cl:21][C:22]1[CH:23]=[C:24]2[C:29](=[CH:30][C:31]=1[O:1][CH2:2][CH2:3][CH2:4][O:5][C:6]1[CH:20]=[CH:19][C:9]([O:10][C@:11]([CH3:18])([CH2:16][CH3:17])[C:12]([OH:14])=[O:13])=[CH:8][CH:7]=1)[O:28][C:27]([CH3:34])([CH3:33])[CH2:26][CH2:25]2. Reported procedure: The title compound was prepared following the procedure described in Example 1, Steps F-G employing (2R)-methyl 2-(4-(3-hydroxypropoxy)phenoxy)-2-methylbutanoate and 6-Chloro-2,2-dimethylchroman-7-ol.